This data is from the Open Reaction Database (ORD), a public repository of structured organic reaction records. The task is: describe an organic reaction: reactants, conditions, products, and yield Starting materials: C1(=CC=CC=C1)C(N1CC(C1)N1C[C@H](N(CC1)C)C)C1=CC=CC=C1 ((2R)-4-(1-(diphenylmethyl)azetidin-3-yl)-1,2-dimethylpiperazine), resultant mixture. Reagents/catalysts: [OH-].[Pd+2].[OH-].[C] (palladium hydroxide carbon). Run in CO (methanol). Yields the product N1CC(C1)N1C[C@H](N(CC1)C)C ((2R)-4-(Azetidin-3-yl)-1,2-dimethylpiperazine). Yield: 166.2%. Reaction SMILES: C1(C(C2C=CC=CC=2)[N:8]2[CH2:11][CH:10]([N:12]3[CH2:17][CH2:16][N:15]([CH3:18])[C@H:14]([CH3:19])[CH2:13]3)[CH2:9]2)C=CC=CC=1>[OH-].[Pd+2].[OH-].[C].CO>[NH:8]1[CH2:11][CH:10]([N:12]2[CH2:17][CH2:16][N:15]([CH3:18])[C@H:14]([CH3:19])[CH2:13]2)[CH2:9]1 |f:1.2.3.4|. Procedure details: To a mixed solution of (2R)-4-(1-(diphenylmethyl)azetidin-3-yl)-1,2-dimethylpiperazine (342 mg, 1.02 mmol) described in Production Example 5-2 and methanol (10 mL) was added palladium hydroxide-carbon (200 mg) at room temperature. The resultant mixture was stirred under a hydrogen atmosphere at room temperature and at 0.35 MPa to 0.40 MPa for 5 hours. The reaction mixture was purged with a nitrogen atmosphere, and then filtrated using Celite. A filtrate was concentrated under a reduced pressure ... Starting materials: C(C)(=O)OCC (ethyl acetate), OC1=C(C(NC12CCN(CC2)OC)=O)C2=C(C=C(C=C2C)C)C (4-hydroxy-8-methoxy-3-(2,4,6-trimethyl-phenyl)-1,8-diaza-spiro[4.5]dec-3-en-2-one), C(C1=CC=CC=C1)Br (benzyl bromide), C([O-])([O-])=O.[K+].[K+] (potassium carbonate). The solvent is CC(=O)C (acetone). Product: C(C1=CC=CC=C1)OC1=C(C(NC12CCN(CC2)OC)=O)C2=C(C=C(C=C2C)C)C (4-benzyloxy-8-methoxy-3-(2,4,6-trimethyl-phenyl)-1,8-diaza-spiro[4.5]dec-3-en-2-one). Isolated yield 64.8%. As a reaction SMILES: [OH:1][C:2]1[C:6]2([CH2:11][CH2:10][N:9]([O:12][CH3:13])[CH2:8][CH2:7]2)[NH:5][C:4](=[O:14])[C:3]=1[C:15]1[C:20]([CH3:21])=[CH:19][C:18]([CH3:22])=[CH:17][C:16]=1[CH3:23].C(=O)([O-])[O-].[K+].[K+].[CH2:30](Br)[C:31]1[CH:36]=[CH:35][CH:34]=[CH:33][CH:32]=1.C(OCC)(=O)C>CC(C)=O>[CH2:30]([O:1][C:2]1[C:6]2([CH2:11][CH2:10][N:9]([O:12][CH3:13])[CH2:8][CH2:7]2)[NH:5][C:4](=[O:14])[C:3]=1[C:15]1[C:20]([CH3:21])=[CH:19][C:18]([CH3:22])=[CH:17][C:16]=1[CH3:23])[C:31]1[CH:36]=[CH:35][CH:34]=[CH:33][CH:32]=1 |f:1.2.3|. Procedure details: To a suspension of 4-hydroxy-8-methoxy-3-(2,4,6-trimethyl-phenyl)-1,8-diaza-spiro[4.5]dec-3-en-2-one [prepared according to WO09/049851] (67.0 g, 211.7 mmol) in acetone (900 ml) was added potassium carbonate (35.1 g, 254.1 mmol), followed by benzyl bromide (35.3 ml, 50.7 g, 296.4 mmol) dropewise. The suspension was stirred at reflux for one hour, then poured on ice water and ethyl acetate. The resulting precipitate was filtered off, dissolved in methylene chloride, dried over sodium sulfate, con... Solvent: CO (MeOH). RXN SMILES: Cl[C:2]1[N:7]2[N:8]=[C:9]([S:24][CH3:25])[C:10]([S:11]([C:14]3[CH:23]=[CH:22][C:21]4[C:16](=[CH:17][CH:18]=[CH:19][CH:20]=4)[CH:15]=3)(=[O:13])=[O:12])=[C:6]2[N:5]=[C:4]([CH3:26])[CH:3]=1.[NH3:27]>CO>[CH3:26][C:4]1[CH:3]=[C:2]([NH2:27])[N:7]2[N:8]=[C:9]([S:24][CH3:25])[C:10]([S:11]([C:14]3[CH:23]=[CH:22][C:21]4[C:16](=[CH:17][CH:18]=[CH:19][CH:20]=4)[CH:15]=3)(=[O:13])=[O:12])=[C:6]2[N:5]=1. Procedure: In an analogous manner to that described in Example 4, from 7-chloro-5-methyl-2-methylsulphanyl-3-(naphthalene-2-sulphonyl)-pyrazolo[1,5-a]pyrimidine and NH3 in MeOH there was obtained 5-methyl-2-methylsulphanyl-3-(naphthalene-2-sulphonyl)-pyrazolo[1,5-a]pyrimidine-7-ylamine as colorless crystals, m.p.>230°. The reactants are ClC1=CC(=NC=2N1N=C(C2S(=O)(=O)C2=CC1=CC=CC=C1C=C2)SC)C (7-chloro-5-methyl-2-methylsulphanyl-3-(naphthalene-2-sulphonyl)-pyrazolo[1,5-a]pyrimidine), N (NH3). Product: CC1=NC=2N(C(=C1)N)N=C(C2S(=O)(=O)C2=CC1=CC=CC=C1C=C2)SC (5-methyl-2-methylsulphanyl-3-(naphthalene-2-sulphonyl)-pyrazolo[1,5-a]pyrimidine-7-ylamine). Starting materials: COC1=NC(=NC(=C1)OC)OC(C(=O)O)C(C1=CC=CC=C1)(C1=CC=CC=C1)S(=O)(=O)C (2-(4,6-dimethoxy-2-pyrimidinyloxy)-3-methylsulfonyl-3,3-diphenylpropionic acid), C(C)(=O)O (acetic acid), OO (H2O2). The solvent is O (water). Run at time 8 hour. Product: COC1=NC(=NC(=C1)OC)OC(C(=O)O)C(C1=CC=CC=C1)(C1=CC=CC=C1)S(=O)C (2-(4,6-Dimethoxy-2-pyrimidinyloxy)-3-methylsulfinyl-3,3-diphenylpropionic acid). RXN SMILES: [CH3:1][O:2][C:3]1[CH:8]=[C:7]([O:9][CH3:10])[N:6]=[C:5]([O:11][CH:12]([C:16]([S:29]([CH3:32])(=O)=[O:30])([C:23]2[CH:28]=[CH:27][CH:26]=[CH:25][CH:24]=2)[C:17]2[CH:22]=[CH:21][CH:20]=[CH:19][CH:18]=2)[C:13]([OH:15])=[O:14])[N:4]=1.C(O)(=O)C.OO>O>[CH3:10][O:9][C:7]1[CH:8]=[C:3]([O:2][CH3:1])[N:4]=[C:5]([O:11][CH:12]([C:16]([S:29]([CH3:32])=[O:30])([C:23]2[CH:28]=[CH:27][CH:26]=[CH:25][CH:24]=2)[C:17]2[CH:22]=[CH:21][CH:20]=[CH:19][CH:18]=2)[C:13]([OH:15])=[O:14])[N:6]=1. Reported procedure: 1.2 g (2.9 mmol) of 2-(4,6-dimethoxy-2-pyrimidinyloxy)-3-methylsulfonyl-3,3-diphenylpropionic acid were introduced into 15 ml of glacial acetic acid at 0° C. and 294 μl of 30% strength H2O2 were added dropwise. The mixture was stirred at room temperature overnight, poured into water, extracted with CH2Cl2 and washed with sodium thiosulfate solution and brine. After drying, 1 g of substance was isolated as a white foam. Reactants: CC(NC(=O)Cc1cc(F)cc(F)c1)C(=O)O, NC1Cc2ccccc2N(Cc2ccccc2)C1=O. The product is CC(NC(=O)Cc1cc(F)cc(F)c1)C(=O)NC1Cc2ccccc2N(Cc2ccccc2)C1=O. As a reaction SMILES: [F:1][c:2]1[cH:3][c:4]([CH2:9][C:10](=[O:11])[NH:12][CH:13]([CH3:14])[C:15](=[O:16])[OH:17])[cH:5][c:6]([F:8])[cH:7]1.[NH2:18][CH:19]1[C:20](=[O:36])[N:21]([CH2:29][c:30]2[cH:31][cH:32][cH:33][cH:34][cH:35]2)[c:22]2[cH:23][cH:24][cH:25][cH:26][c:27]2[CH2:28]1>>[F:1][c:2]1[cH:3][c:4]([CH2:9][C:10](=[O:11])[NH:12][CH:13]([CH3:14])[C:15](=[O:17])[NH:18][CH:19]2[C:20](=[O:36])[N:21]([CH2:29][c:30]3[cH:31][cH:32][cH:33][cH:34][cH:35]3)[c:22]3[cH:23][cH:24][cH:25][cH:26][c:27]3[CH2:28]2)[cH:5][c:6]([F:8])[cH:7]1. Reactants: CO, CC(C)c1cc2cc([N+](=O)[O-])ccc2[nH]1. Yields the product CC(C)c1cc2cc(N)ccc2[nH]1. Reaction SMILES: [CH3:16][OH:17].[CH:1]([CH3:2])([CH3:3])[c:4]1[nH:5][c:6]2[cH:7][cH:8][c:9]([N+:13]([O-:14])=[O:15])[cH:10][c:11]2[cH:12]1>>[CH:1]([CH3:2])([CH3:3])[c:4]1[nH:5][c:6]2[cH:7][cH:8][c:9]([NH2:13])[cH:10][c:11]2[cH:12]1.